From a dataset of the Open Reaction Database (ORD), a public repository of structured organic reaction records. describe an organic reaction: reactants, conditions, products, and yield Starting materials: C1(CCCCC1)N([C@H](C(=O)O)CC(C)C)C ((S)-2-(Cyclohexyl-methyl-amino)-4-methyl-pentanoic Acid), N-Me O-Benzyl-L-Leucine, C(C)(C)N(CC)C(C)C (diisopropylethylamine), BrC1C=CCCC1 (3-bromo-cyclohexene). The solvent is C1CCOC1 (THF). Reaction conditions: temperature 50 celsius. Product: C(C1=CC=CC=C1)OC([C@H](CC(C)C)N(C)C1=CCCCC1)=O ((S)-2-(cyclohexenyl-methyl-amino)-4-methyl-pentanoic acid benzyl ester). Isolated yield 57.0%. RXN SMILES: [CH:1]1([N:7]([CH3:16])[C@@H:8]([CH2:12][CH:13]([CH3:15])[CH3:14])[C:9]([OH:11])=[O:10])[CH2:6][CH2:5][CH2:4][CH2:3][CH2:2]1.[CH:17](N(C(C)C)CC)(C)C.Br[CH:27]1[CH2:32][CH2:31][CH2:30][CH:29]=[CH:28]1>C1COCC1>[CH2:17]([O:10][C:9](=[O:11])[C@@H:8]([N:7]([C:1]1[CH2:6][CH2:5][CH2:4][CH2:3][CH:2]=1)[CH3:16])[CH2:12][CH:13]([CH3:14])[CH3:15])[C:27]1[CH:32]=[CH:31][CH:30]=[CH:29][CH:28]=1. Reported procedure: The Preparation (S)-2-(Cyclohexyl-methyl-amino)-4-methyl-pentanoic Acid (IId) ##STR31## Step i: N-Me-O-Benzyl-L-Leucine (3.6 g, 15.3 mmol) was dissolved in THF (77 mL) and treated with diisopropylethylamine (21 mL, 122 mmol) and 3-bromo-cyclohexene (3.5 mL, 30.6 mmol). The reaction was heated to 50° C. for 2 days. The reaction was filtered, and the solution was concentrated. The residue was chromatographed on silica gel eluting with 8% ethyl acetate/hexanes to give 2.75 g (57%) of (S)-2-(cyclohe... The reactants are CC(C)C[Al+]CC(C)C, CCCCC1CC(C(=O)OC)(C(=O)OC)C1, CCOCC, [H-]. Yields the product CCCCC1CC(C=O)(C(=O)OC)C1. As a reaction SMILES: [CH2:18]([Al+:19][CH2:20][CH:21]([CH3:22])[CH3:23])[CH:24]([CH3:25])[CH3:26].[CH3:1][O:2][C:3](=[O:4])[C:5]1([C:13](=[O:14])[O:15][CH3:16])[CH2:6][CH:7]([CH2:9][CH2:10][CH2:11][CH3:12])[CH2:8]1.[CH3:27][CH2:28][O:29][CH2:30][CH3:31].[H-:17]>>[CH3:1][O:2][C:3](=[O:4])[C:5]1([CH:13]=[O:14])[CH2:6][CH:7]([CH2:9][CH2:10][CH2:11][CH3:12])[CH2:8]1. Reactants: CC1(C)OCC(COCC2CO2)O1, CCO, NCc1ccccc1. The product is CC1(C)OCC(COCC(O)CNCc2ccccc2)O1. Reaction SMILES: [CH2:9]([CH:10]1[CH2:11][O:12]1)[O:13][CH2:14][CH:15]1[CH2:16][O:17][C:18]([CH3:20])([CH3:21])[O:19]1.[CH3:22][CH2:23][OH:24].[NH2:1][CH2:2][c:3]1[cH:4][cH:5][cH:6][cH:7][cH:8]1>>[NH:1]([CH2:2][c:3]1[cH:4][cH:5][cH:6][cH:7][cH:8]1)[CH2:11][CH:10]([CH2:9][O:13][CH2:14][CH:15]1[CH2:16][O:17][C:18]([CH3:20])([CH3:21])[O:19]1)[OH:12]. Reactants: CCOC(=O)N1CCc2nc3ccccc3c(Cl)c2CC1, OO. Product: CCOC(=O)N1CCc2c(Cl)c3ccccc3[n+]([O-])c2CC1. RXN SMILES: [CH2:1]([CH3:2])[O:3][C:4](=[O:5])[N:6]1[CH2:7][CH2:8][c:9]2[n:10][c:11]3[cH:12][cH:13][cH:14][cH:15][c:16]3[c:17]([Cl:21])[c:18]2[CH2:19][CH2:20]1.[OH:22][OH:23]>>[CH2:1]([CH3:2])[O:3][C:4](=[O:5])[N:6]1[CH2:7][CH2:8][c:9]2[n+:10]([O-:22])[c:11]3[cH:12][cH:13][cH:14][cH:15][c:16]3[c:17]([Cl:21])[c:18]2[CH2:19][CH2:20]1.